From a dataset of the Open Reaction Database (ORD), a public repository of structured organic reaction records. describe an organic reaction: reactants, conditions, products, and yield The reactants are 3-methoxy-5-(N-L-leucine-L-proline)carbamoyl-[1,2,4]-thiadiazole methyl ester, [OH-].[Na+] (sodium hydroxide), COC1=NSC(=N1)NC(=O)N[C@@H](CC(C)C)C(=O)O.Cl.N1[C@H](C(=O)O)CCC1 (HCl {3-methoxy-[1,2,4]-thiadiazol-5-yl}carbamoyl-L-leucine L-proline). Product: COC1=NSC(=N1)NC(=O)N[C@@H](CC(C)C)C(=O)O.N1[C@H](C(=O)O)CCC1 ({3-methoxy-[1,2,4]-thiadiazol-5-yl}carbamoyl-L-leucine L-proline). As a reaction SMILES: [OH-].[Na+].[CH3:3][O:4][C:5]1[N:9]=[C:8]([NH:10][C:11]([NH:13][C@H:14]([C:19]([OH:21])=[O:20])[CH2:15][CH:16]([CH3:18])[CH3:17])=[O:12])[S:7][N:6]=1.Cl.[NH:23]1[CH2:30][CH2:29][CH2:28][C@H:24]1[C:25]([OH:27])=[O:26]>>[CH3:3][O:4][C:5]1[N:9]=[C:8]([NH:10][C:11]([NH:13][C@H:14]([C:19]([OH:21])=[O:20])[CH2:15][CH:16]([CH3:17])[CH3:18])=[O:12])[S:7][N:6]=1.[NH:23]1[CH2:30][CH2:29][CH2:28][C@H:24]1[C:25]([OH:27])=[O:26] |f:0.1,2.3.4,5.6|. Reported procedure: In a similar manner as shown in example 18, base saponification of 3-methoxy-5-(N-L-leucine-L-proline)carbamoyl-[1,2,4]-thiadiazole methyl ester using a solution of 1N sodium hydroxide followed by acidification using a solution of 1N HCl {3-methoxy-[1,2,4]-thiadiazol-5-yl}carbamoyl-L-leucine-L-proline as a white solid (55%). M.p. 209-211° C.; 1H-NMR (MeOD) δ 4.64-4.67 (dd, J=8.1, 2.3 Hz, 1H, NCH), 4.44-4.45 (m, 1H, NCHpro), 3.94 (s, 3H, OMe), 3.60-3.86 (m, 2H, NCH2pro), 1.54-2.27 (m, 6H, 3CH2), ... Reactants: BrC1=CC=C2CCC(C2=C1)(C)C (6-bromo-1,1-dimethyl-indan), BrC=1C=C2C(CCC(C2=CC1)=O)(C)C (6-bromo-4,4-dimethyl-3,4-dihydro-2H-naphthalen-1-one), BrC=1C=C2C(CCC(C2=CC1)=O)(C)C (6-bromo-4,4-dimethyl-3,4-dihydro-2H-naphthalen-1-one), BrC1=CC=C2CCC(C2=C1)(C)C (6-bromo-1,1-dimethyl-indan). Product: BrC=1C=C2C(CC(C2=CC1)=O)(C)C (5-Bromo-3,3-dimethyl-indan-1-one). Yield: 75.0%. RXN SMILES: [Br:1][C:2]1[CH:3]=[C:4]2[C:9](=[CH:10][CH:11]=1)[C:8](=[O:12])[CH2:7]C[C:5]2([CH3:14])[CH3:13].BrC1C=C2C(CCC2(C)C)=CC=1>>[Br:1][C:2]1[CH:3]=[C:4]2[C:9](=[CH:10][CH:11]=1)[C:8](=[O:12])[CH2:7][C:5]2([CH3:13])[CH3:14]. Procedure details: Following a procedure similar to that for the preparation of 6-bromo-4,4-dimethyl-3,4-dihydro-2H-naphthalen-1-one (Compound 3) while using 6-bromo-1,1-dimethyl-indan (Compound 11, 2.45 g, 10.9 mmol) as the starting material afforded the title compound (1.95 g, 75% yield) as a white solid: Starting materials: NC1=C(C#N)C=CC=C1 (2-aminobenzonitrile), C1(CCCCC1)=O (cyclohexanone), Cl (hydrochloric acid), cuprous chloride, cuprous chloride, Cl (hydrochloric acid). Product: O.NC=1C2=CC=CC=C2N=C2CCCCC12 (9-amino-1,2,3,4-tetrahydroacridine hydrate). Yield: 67.0%. As a reaction SMILES: [NH2:1][C:2]1[CH:9]=[CH:8][CH:7]=[CH:6][C:3]=1[C:4]#[N:5].[C:10]1(=[O:16])[CH2:15][CH2:14][CH2:13][CH2:12][CH2:11]1.Cl>>[OH2:16].[NH2:5][C:4]1[C:3]2[C:2]([N:1]=[C:10]3[C:11]=1[CH2:12][CH2:13][CH2:14][CH2:15]3)=[CH:9][CH:8]=[CH:7][CH:6]=2 |f:3.4|. Reported procedure: A mixture of 2-aminobenzonitrile (120 g), cyclohexanone (115.8 ml), conc hydrochloric acid (9.2 ml), and cuprous chloride (1.21 g) was heated under reflux for 3 days, with stirring. At the end of each 24 hr period, additional cuprous chloride (1.21 g) was added. At the end of the 3rd day, additional conc hydrochloric acid (47.3 ml) was added, and the mixture was cooled to ambient temperature. The precipitate was collected and washed with 10% hydrochloric acid to provide 160 g (67.0%) of 9-amino-... The reactants are ClCCl, Cl, C1COCCO1, CC(C)(C)OC(=O)NCCn1cc(C(=O)c2ccn3c2CSC3c2cccnc2)c2ccc(-c3ccc(F)cc3)cc21. Product: Cl, NCCn1cc(C(=O)c2ccn3c2CSC3c2cccnc2)c2ccc(-c3ccc(F)cc3)cc21. As a reaction SMILES: [Cl:50][CH2:51][Cl:52].[ClH:43].[O:44]1[CH2:45][CH2:46][O:47][CH2:48][CH2:49]1.[n:1]1[cH:2][c:3]([CH:7]2[S:8][CH2:9][c:10]3[n:11]2[cH:12][cH:13][c:14]3[C:15](=[O:16])[c:17]2[cH:18][n:19]([CH2:33][CH2:34][NH:35][C:36]([O:37][C:38]([CH3:39])([CH3:40])[CH3:41])=[O:42])[c:20]3[cH:21][c:22](-[c:26]4[cH:27][cH:28][c:29]([F:32])[cH:30][cH:31]4)[cH:23][cH:24][c:25]23)[cH:4][cH:5][cH:6]1>>[ClH:43].[n:1]1[cH:2][c:3]([CH:7]2[S:8][CH2:9][c:10]3[n:11]2[cH:12][cH:13][c:14]3[C:15](=[O:16])[c:17]2[cH:18][n:19]([CH2:33][CH2:34][NH2:35])[c:20]3[cH:21][c:22](-[c:26]4[cH:27][cH:28][c:29]([F:32])[cH:30][cH:31]4)[cH:23][cH:24][c:25]23)[cH:4][cH:5][cH:6]1. Reactants: ClC1=NC=CC2=C1CN(C2=O)C(C)C2=CC(=C(C=C2)OCC(F)F)C (4-chloro-2-(1-(4-(2,2-difluoroethoxy)-3-methylphenyl)ethyl)-2,3-dihydro-1H-pyrrolo[3,4-c]pyridin-1-one), C(=O)OC1=CC=CC=C1 (phenyl formate). Yields the product FC(COC1=C(C=C(C=C1)C(C)N1CC=2C(=NC=CC2C1=O)C(=O)OC1=CC=CC=C1)C)F (phenyl 2-(1-(4-(2,2-difluoroethoxy)-3-methylphenyl)ethyl)-1-oxo-2,3-dihydro-1H-pyrrolo[3,4-c]pyridine-4-carboxylate). Isolated yield 49.0%. Reaction SMILES: Cl[C:2]1[C:7]2[CH2:8][N:9]([CH:12]([C:14]3[CH:19]=[CH:18][C:17]([O:20][CH2:21][CH:22]([F:24])[F:23])=[C:16]([CH3:25])[CH:15]=3)[CH3:13])[C:10](=[O:11])[C:6]=2[CH:5]=[CH:4][N:3]=1.[CH:26]([O:28][C:29]1[CH:34]=[CH:33][CH:32]=[CH:31][CH:30]=1)=[O:27]>>[F:23][CH:22]([F:24])[CH2:21][O:20][C:17]1[CH:18]=[CH:19][C:14]([CH:12]([N:9]2[C:10](=[O:11])[C:6]3[CH:5]=[CH:4][N:3]=[C:2]([C:26]([O:28][C:29]4[CH:34]=[CH:33][CH:32]=[CH:31][CH:30]=4)=[O:27])[C:7]=3[CH2:8]2)[CH3:13])=[CH:15][C:16]=1[CH3:25]. Reported procedure: The title compound is prepared in 49% yield (60 mg, yellow oil) from 4-chloro-2-(1-(4-(2,2-difluoroethoxy)-3-methylphenyl)ethyl)-2,3-dihydro-1H-pyrrolo[3,4-c]pyridin-1-one (100 mg, 0.27 mmol, Intermediate-28, single enantiomer) and phenyl formate (67 mg, 0.61 mmol) in a similar manner to Intermediate-91. The reactants are C1(C=2C(C(N1)=O)=CC=CC2)=O.[K] (potassium phthalimide), BrCCCC(C)Br (1,4-dibromopentane), C1(C=2C(C(N1)=O)=CC=CC2)=O (phthalimide). Run in CC(=O)C (acetone). Conditions: temperature 15 celsius. The product is BrC(CCCN1C(C=2C(C1=O)=CC=CC2)=O)C (4-bromo-1-phthalimidopentane). The yield is 97.6%. As a reaction SMILES: [C:1]1(=[O:11])[NH:5][C:4](=[O:6])[C:3]2=[CH:7][CH:8]=[CH:9][CH:10]=[C:2]12.[K].Br[CH2:14][CH2:15][CH2:16][CH:17]([Br:19])[CH3:18].C1(=O)NC(=O)C2=CC=CC=C12>CC(C)=O>[Br:19][CH:17]([CH3:18])[CH2:16][CH2:15][CH2:14][N:5]1[C:1](=[O:11])[C:2]2=[CH:10][CH:9]=[CH:8][CH:7]=[C:3]2[C:4]1=[O:6] |f:0.1,^1:11|. Reported procedure: A one liter, four necked round bottom flask equipped with a mechanical stirrer, thermowatch and condenser was charged with acetone (500 ml), potassium phthalimide (92.5 g, 0.5 moles) and 1,4-dibromopentane (153 g, 0.665 moles). The resulting mixture was refluxed for 24 hours (HPLC showed 2.5% unreacted phthalimide), then cooled to 15° C. Solid sodium bromide was removed by suction filtration and one wash of the cake with acetone (50 ml). The solvent was removed using a rotary evaporator to give ...